describe an organic reaction: reactants, conditions, products, and yield From a dataset of the Open Reaction Database (ORD), a public repository of structured organic reaction records. Starting materials: [Al+3], CCOC(=O)c1cn(Cc2ccccc2)nc1OCc1ccc(OCc2nc(-c3ccco3)oc2C)cc1, CCOC(C)=O, [H-], [H-], [H-], [H-], [Li+], [Na+], [Na+], C1CCOC1, O, O, O, O, O, O, O, O, O, O, O=S(=O)([O-])[O-]. Yields the product Cc1oc(-c2ccco2)nc1COc1ccc(COc2nn(Cc3ccccc3)cc2CO)cc1. Reaction SMILES: [Al+3:40].[CH2:1]([c:2]1[cH:3][cH:4][cH:5][cH:6][cH:7]1)[n:8]1[n:9][c:10]([O:18][CH2:19][c:20]2[cH:21][cH:22][c:23]([O:26][CH2:27][c:28]3[n:29][c:30](-[c:34]4[o:35][cH:36][cH:37][cH:38]4)[o:31][c:32]3[CH3:33])[cH:24][cH:25]2)[c:11]([C:13](=[O:14])[O:15][CH2:16][CH3:17])[cH:12]1.[CH3:67][CH2:68][O:69][C:70](=[O:71])[CH3:72].[H-:39].[H-:42].[H-:43].[H-:44].[Li+:41].[Na+:60].[Na+:61].[O:62]1[CH2:63][CH2:64][CH2:65][CH2:66]1.[OH2:45].[OH2:46].[OH2:47].[OH2:48].[OH2:49].[OH2:50].[OH2:51].[OH2:52].[OH2:53].[OH2:54].[S:55]([O-:56])([O-:57])(=[O:58])=[O:59]>>[CH2:1]([c:2]1[cH:3][cH:4][cH:5][cH:6][cH:7]1)[n:8]1[n:9][c:10]([O:18][CH2:19][c:20]2[cH:21][cH:22][c:23]([O:26][CH2:27][c:28]3[n:29][c:30](-[c:34]4[o:35][cH:36][cH:37][cH:38]4)[o:31][c:32]3[CH3:33])[cH:24][cH:25]2)[c:11]([CH2:13][OH:14])[cH:12]1. Reactants: ClC1=CC(=C(N=N1)C(=O)OCC)NC1=NC(=CC(=C1)C)C (ethyl 6-chloro-4-(4,6-dimethylpyridin-2-ylamino)pyridazine-3-carboxylate), N (ammonia). The solvent is CO (methanol), CO (methanol). Reaction conditions: temperature 50 celsius, time 16 hour. Yields the product ClC1=CC(=C(N=N1)C(=O)N)NC1=NC(=CC(=C1)C)C (6-chloro-4-(4,6-dimethylpyridin-2-ylamino)pyridazine-3-carboxamide). The yield is 94.0%. As a reaction SMILES: [Cl:1][C:2]1[N:7]=[N:6][C:5]([C:8](OCC)=[O:9])=[C:4]([NH:13][C:14]2[CH:19]=[C:18]([CH3:20])[CH:17]=[C:16]([CH3:21])[N:15]=2)[CH:3]=1.[NH3:22]>CO>[Cl:1][C:2]1[N:7]=[N:6][C:5]([C:8]([NH2:22])=[O:9])=[C:4]([NH:13][C:14]2[CH:19]=[C:18]([CH3:20])[CH:17]=[C:16]([CH3:21])[N:15]=2)[CH:3]=1. Reported procedure: To a solution of ethyl 6-chloro-4-(4,6-dimethylpyridin-2-ylamino)pyridazine-3-carboxylate (165 mg, 538 μmol) in methanol (1 mL) was added ammonia in methanol (4.72 g, 6 mL, 42.0 mmol) and the mixture stirred at 50° C. for 16 h. The mixture was then concentrated in vacuo to give 6-chloro-4-(4,6-dimethylpyridin-2-ylamino)pyridazine-3-carboxamide (140 mg, 504 μmol, 94%) as a white solid. 1H NMR (400 MHz, DMSO-d) δ ppm 11.92 (s, 1H), 9.13 (s, 1H), 8.86 (s, 1H), 8.21 (s, 1H), 6.84 (s, 1H), 6.76 (s, 1... Reactants: C1(=CCCCC1)C1=C(C=CC(=N1)NC(=O)C1(CC1)C1=CC2=C(OC(O2)(F)F)C=C1)C (N-(6-Cyclohexenyl-5-methylpyridin-2-yl)-1-(2,2-difluorobenzo[d][1,3]dioxol-5-yl)cyclopropanecarboxamide), [H][H] (hydrogen). Reagents/catalysts: [Pd] (palladium on carbon). The solvent is CO (Methanol). Reaction conditions: time 16 hour. The product is C1(CCCCC1)C1=C(C=CC(=N1)NC(=O)C1(CC1)C1=CC2=C(OC(O2)(F)F)C=C1)C (N-(6-cyclohexyl-5-methylpyridin-2-yl)-1-(2,2-difluorobenzo[d][1,3]dioxol-5-yl)cyclo-propanecarboxamide). RXN SMILES: [C:1]1([C:7]2[N:12]=[C:11]([NH:13][C:14]([C:16]3([C:19]4[CH:29]=[CH:28][C:22]5[O:23][C:24]([F:27])([F:26])[O:25][C:21]=5[CH:20]=4)[CH2:18][CH2:17]3)=[O:15])[CH:10]=[CH:9][C:8]=2[CH3:30])[CH2:6][CH2:5][CH2:4][CH2:3][CH:2]=1.[H][H]>[Pd].CO>[CH:1]1([C:7]2[N:12]=[C:11]([NH:13][C:14]([C:16]3([C:19]4[CH:29]=[CH:28][C:22]5[O:23][C:24]([F:27])([F:26])[O:25][C:21]=5[CH:20]=4)[CH2:18][CH2:17]3)=[O:15])[CH:10]=[CH:9][C:8]=2[CH3:30])[CH2:2][CH2:3][CH2:4][CH2:5][CH2:6]1. Reported procedure: N-(6-Cyclohexenyl-5-methylpyridin-2-yl)-1-(2,2-difluorobenzo[d][1,3]dioxol-5-yl)cyclopropanecarboxamide (82.4 mg, 0.200 mmol) was added to a flask containing 20 mg of 10% palladium on carbon under an atmosphere of argon. Methanol (5 mL) was added and then the reaction atmosphere was replaced with an atmosphere of hydrogen. The mixture was stirred vigorously for 16 hours. The atmosphere was then replaced with argon. The mixture was filtered, evaporated to dryness, and then purified on silica gel ... The reactants are CC(=O)O[BH-](OC(C)=O)OC(C)=O, O=C([O-])O, ClCCl, CC(=O)O, [Na+], [Na+], O=Cc1ccc([N+](=O)[O-])c(O)c1, COc1ccc(-c2cc3ccccc3[nH]2)cc1N. Product: COc1ccc(-c2cc3ccccc3[nH]2)cc1NCc1ccc([N+](=O)[O-])c(O)c1. As a reaction SMILES: [C:31]([O:32][BH-:33]([O:34][C:35](=[O:36])[CH3:37])[O:38][C:39](=[O:40])[CH3:41])(=[O:42])[CH3:43].[C:45](=[O:46])([OH:47])[O-:48].[CH2:50]([Cl:51])[Cl:52].[CH3:53][C:54](=[O:55])[OH:56].[Na+:44].[Na+:49].[OH:1][c:2]1[cH:3][c:4]([CH:5]=[O:6])[cH:7][cH:8][c:9]1[N+:10](=[O:11])[O-:12].[nH:13]1[c:14](-[c:22]2[cH:23][cH:24][c:25]([O:29][CH3:30])[c:26]([NH2:28])[cH:27]2)[cH:15][c:16]2[cH:17][cH:18][cH:19][cH:20][c:21]12>>[OH:1][c:2]1[cH:3][c:4]([CH2:5][NH:28][c:26]2[c:25]([O:29][CH3:30])[cH:24][cH:23][c:22](-[c:14]3[nH:13][c:21]4[c:16]([cH:15]3)[cH:17][cH:18][cH:19][cH:20]4)[cH:27]2)[cH:7][cH:8][c:9]1[N+:10](=[O:11])[O-:12]. Reactants: O=C1NC(C2=C(N1C1=CC(=CC=C1)C(F)(F)F)CCC2=O)C2=CC=C(C#N)C=C2 (4-(2,5-dioxo-1-(3-(trifluoromethyl)phenyl)-2,3,4,5,6,7-hexahydro-1H-cyclopenta[d]pyrimidin-4-yl)benzonitrile), ClS(=O)(=O)CCCC(=O)OC (Methyl 4-(chlorosulfonyl)butanoate), [H-].[Na+] (sodium hydride). Run in O (water), CN(C=O)C (N,N-dimethylformamide), O1CCCC1 (tetrahydrofuran), CN(C=O)C (N,N-dimethylformamide). Reaction conditions: temperature 50 celsius. Yields the product C(#N)C1=CC=C(C=C1)C1C2=C(N(C(N1S(=O)(=O)CCCC(=O)OC)=O)C1=CC(=CC=C1)C(F)(F)F)CCC2=O (Methyl 4-(4-(4-Cyanophenyl)-2,5-dioxo-1-(3-(trifluoromethyl)phenyl)-6,7-dihydro-1H-cyclopenta[d]pyrimidin-3(2H,4H,5H)-ylsulfonyl)butanoate). Reaction SMILES: [O:1]=[C:2]1[N:7]([C:8]2[CH:13]=[CH:12][CH:11]=[C:10]([C:14]([F:17])([F:16])[F:15])[CH:9]=2)[C:6]2[CH2:18][CH2:19][C:20](=[O:21])[C:5]=2[CH:4]([C:22]2[CH:29]=[CH:28][C:25]([C:26]#[N:27])=[CH:24][CH:23]=2)[NH:3]1.[H-].[Na+].Cl[S:33]([CH2:36][CH2:37][CH2:38][C:39]([O:41][CH3:42])=[O:40])(=[O:35])=[O:34]>O1CCCC1.CN(C)C=O.O>[C:26]([C:25]1[CH:24]=[CH:23][C:22]([CH:4]2[N:3]([S:33]([CH2:36][CH2:37][CH2:38][C:39]([O:41][CH3:42])=[O:40])(=[O:35])=[O:34])[C:2](=[O:1])[N:7]([C:8]3[CH:13]=[CH:12][CH:11]=[C:10]([C:14]([F:15])([F:16])[F:17])[CH:9]=3)[C:6]3[CH2:18][CH2:19][C:20](=[O:21])[C:5]2=3)=[CH:29][CH:28]=1)#[N:27] |f:1.2|. Procedure: A solution of 4-(2,5-dioxo-1-(3-(trifluoromethyl)phenyl)-2,3,4,5,6,7-hexahydro-1H-cyclopenta[d]pyrimidin-4-yl)benzonitrile (example 1, 70 mg, 0.18 mmol) in a mixture of tetrahydrofuran (1.5 mL) and N,N-dimethylformamide (150 μL) is treated with sodium hydride (60% in mineral oil, 28 mg, 0.7 mmol) and stirred at room temperature for 5 min Methyl 4-(chlorosulfonyl)butanoate (106 mg, 0.53 mmol) is added, and the mixture is stirred at 50° C. over night. The mixture is diluted with water and N,N-dime... Reactants: CC(C)Cc1ccc(-c2ccccc2S(=O)(=O)Oc2ccc([N+](=O)[O-])cc2)cc1, COCCOC, Cl, [H-], COc1nc(Br)cnc1N, [Na+], O. Yields the product COc1nc(Br)cnc1NS(=O)(=O)c1ccccc1-c1ccc(CC(C)C)cc1. As a reaction SMILES: [CH2:13]([CH:14]([CH3:15])[CH3:16])[c:17]1[cH:18][cH:19][c:20](-[c:23]2[c:24]([S:29](=[O:30])(=[O:31])[O:32][c:33]3[cH:34][cH:35][c:36]([N+:37]([O-:38])=[O:39])[cH:40][cH:41]3)[cH:25][cH:26][cH:27][cH:28]2)[cH:21][cH:22]1.[CH2:43]([CH2:44][O:45][CH3:46])[O:47][CH3:48].[ClH:42].[H-:1].[NH2:3][c:4]1[n:5][cH:6][c:7]([Br:12])[n:8][c:9]1[O:10][CH3:11].[Na+:2].[OH2:49]>>[NH:3]([c:4]1[n:5][cH:6][c:7]([Br:12])[n:8][c:9]1[O:10][CH3:11])[S:29]([c:24]1[c:23](-[c:20]2[cH:19][cH:18][c:17]([CH2:13][CH:14]([CH3:15])[CH3:16])[cH:22][cH:21]2)[cH:28][cH:27][cH:26][cH:25]1)(=[O:30])=[O:31]. Reactants: C1CCOC1, O=C1C=CC2N1CCN1C(=O)CC3CCCCC321. The product is O=C1CCC2N1CCN1C(=O)CC3CCCCC321. As a reaction SMILES: [O:19]1[CH2:20][CH2:21][CH2:22][CH2:23]1.[O:1]=[C:2]1[N:3]2[C:4]3([CH2:5][CH2:6][CH2:7][CH2:8][CH:9]3[CH2:10]1)[CH:11]1[N:12]([CH2:13][CH2:14]2)[C:15](=[O:18])[CH:16]=[CH:17]1>>[O:1]=[C:2]1[N:3]2[C:4]3([CH2:5][CH2:6][CH2:7][CH2:8][CH:9]3[CH2:10]1)[CH:11]1[N:12]([CH2:13][CH2:14]2)[C:15](=[O:18])[CH2:16][CH2:17]1. The reactants are C1CCOC1, CCOP(=O)(CC(=O)O)OCC, O=CC(Cl)=Cc1ccccc1, Cl, [Li]CCCC. Product: O=C(O)C=CC(Cl)=Cc1ccccc1. Reaction SMILES: [CH2:30]1[O:31][CH2:32][CH2:33][CH2:34]1.[CH2:6]([O:7][P:8]([O:9][CH2:10][CH3:11])(=[O:12])[CH2:14][C:15](=[O:16])[OH:17])[CH3:13].[Cl:18][C:19]([CH:20]=[O:21])=[CH:22][c:23]1[cH:24][cH:25][cH:26][cH:27][cH:28]1.[ClH:29].[Li:1][CH2:2][CH2:3][CH2:4][CH3:5]>>[CH:14]([C:15](=[O:16])[OH:17])=[CH:20][C:19]([Cl:18])=[CH:22][c:23]1[cH:24][cH:25][cH:26][cH:27][cH:28]1.